describe an organic reaction: reactants, conditions, products, and yield From a dataset of the Open Reaction Database (ORD), a public repository of structured organic reaction records. Reactants: FC=1C=C2C=C(N(C2=CC1)CC1=CC(=CC=C1)F)C(=O)O (5-fluoro-1-(3-fluorobenzyl)-1H-indole-2-carboxylic acid), N1(CCCC1)C1=NC=C(C=N1)N (2-(pyrrolidin-1-yl)-5-aminopyrimidine). The product is N1(CCCC1)C1=NC=C(C=N1)NC(=O)C=1N(C2=CC=C(C=C2C1)F)CC1=CC(=CC=C1)F (N-[2-(Pyrrolidin-1-yl)pyrimidin-5-yl]-5-fluoro-1-(3-fluorobenzyl)-1H-indole-2-carboxamide). RXN SMILES: [F:1][C:2]1[CH:3]=[C:4]2[C:8](=[CH:9][CH:10]=1)[N:7]([CH2:11][C:12]1[CH:17]=[CH:16][CH:15]=[C:14]([F:18])[CH:13]=1)[C:6]([C:19](O)=[O:20])=[CH:5]2.[N:22]1([C:27]2[N:32]=[CH:31][C:30]([NH2:33])=[CH:29][N:28]=2)[CH2:26][CH2:25][CH2:24][CH2:23]1>>[N:22]1([C:27]2[N:28]=[CH:29][C:30]([NH:33][C:19]([C:6]3[N:7]([CH2:11][C:12]4[CH:17]=[CH:16][CH:15]=[C:14]([F:18])[CH:13]=4)[C:8]4[C:4]([CH:5]=3)=[CH:3][C:2]([F:1])=[CH:10][CH:9]=4)=[O:20])=[CH:31][N:32]=2)[CH2:26][CH2:25][CH2:24][CH2:23]1. Procedure details: The process is carried out according to the method described in example 2, using 5-fluoro-1-(3-fluorobenzyl)-1H-indole-2-carboxylic acid (example 1.1) and 2-(pyrrolidin-1-yl)-5-aminopyrimidine (US 20060281772). Starting materials: COC1=CC=C(CCl)C=C1 (4-methoxybenzyl chloride), C1(=CC=CC=C1)P(C1=CC=CC=C1)C1=CC=CC=C1 (triphenylphosphine). Run in CCOCC (ether), C1(=CC=CC=C1)C (toluene). Product: [Cl-].COC1=CC=C(C[P+](C2=CC=CC=C2)(C2=CC=CC=C2)C2=CC=CC=C2)C=C1 (4-methoxybenzyltriphenyl phosphonium chloride). As a reaction SMILES: [CH3:1][O:2][C:3]1[CH:10]=[CH:9][C:6]([CH2:7][Cl:8])=[CH:5][CH:4]=1.[C:11]1([P:17]([C:24]2[CH:29]=[CH:28][CH:27]=[CH:26][CH:25]=2)[C:18]2[CH:23]=[CH:22][CH:21]=[CH:20][CH:19]=2)[CH:16]=[CH:15][CH:14]=[CH:13][CH:12]=1>C1(C)C=CC=CC=1.CCOCC>[Cl-:8].[CH3:1][O:2][C:3]1[CH:10]=[CH:9][C:6]([CH2:7][P+:17]([C:18]2[CH:19]=[CH:20][CH:21]=[CH:22][CH:23]=2)([C:24]2[CH:29]=[CH:28][CH:27]=[CH:26][CH:25]=2)[C:11]2[CH:12]=[CH:13][CH:14]=[CH:15][CH:16]=2)=[CH:5][CH:4]=1 |f:4.5|. Reported procedure: A solution of 4-methoxybenzyl chloride (1.153 g, 0.0074 mol) in anhydrous toluene (10 mL) was treated with triphenylphosphine (1.93 g, 1 equivalent). The resulting solution was refluxed under nitrogen. After 8–10 hours, the reaction was cooled to room temperature and diluted with ether. The phosphonium salt was collected by filtration. Yield=1.5 g (53%); MALDI-TOF MS 383.9 obs. (383.45 calc.). Starting materials: CC([O-])=S, CC(C)(C)OC(=O)N1CCC(OS(C)(=O)=O)CC1, CN(C)C=O, CCOC(C)=O, [K+]. Product: CC(=O)SC1CCN(C(=O)OC(C)(C)C)CC1. RXN SMILES: [C:19]([CH3:20])(=[S:21])[O-:22].[C:1]([CH3:2])([CH3:3])([CH3:4])[O:5][C:6](=[O:7])[N:8]1[CH2:9][CH2:10][CH:11]([O:14][S:15]([CH3:16])(=[O:17])=[O:18])[CH2:12][CH2:13]1.[CH3:24][N:25]([CH3:26])[CH:27]=[O:28].[CH3:29][CH2:30][O:31][C:32](=[O:33])[CH3:34].[K+:23]>>[C:1]([CH3:2])([CH3:3])([CH3:4])[O:5][C:6](=[O:7])[N:8]1[CH2:9][CH2:10][CH:11]([S:21][C:19]([CH3:20])=[O:22])[CH2:12][CH2:13]1. Reactants: O=C(O)C1(c2ccccc2)CCC(OCC2CC2)(c2cccc(Br)c2)CC1, Cc1ccccc1, OB(O)C1CC1, C1CCC(P(C2CCCCC2)C2CCCCC2)CC1, [K+], [K+], [K+], CC(=O)[O-], CC(=O)[O-], O, O=P([O-])([O-])[O-], [Pd+2]. The product is O=C(O)C1(c2ccccc2)CCC(OCC2CC2)(c2cccc(C3CC3)c2)CC1. Reaction SMILES: [Br:1][c:2]1[cH:3][c:4]([C:8]2([O:23][CH2:24][CH:25]3[CH2:26][CH2:27]3)[CH2:9][CH2:10][C:11]([C:14](=[O:15])[OH:16])([c:17]3[cH:18][cH:19][cH:20][cH:21][cH:22]3)[CH2:12][CH2:13]2)[cH:5][cH:6][cH:7]1.[CH3:61][c:62]1[cH:63][cH:64][cH:65][cH:66][cH:67]1.[CH:28]1([B:31]([OH:32])[OH:33])[CH2:29][CH2:30]1.[CH:34]1([P:35]([CH:36]2[CH2:37][CH2:38][CH2:39][CH2:40][CH2:41]2)[CH:42]2[CH2:43][CH2:44][CH2:45][CH2:46][CH2:47]2)[CH2:48][CH2:49][CH2:50][CH2:51][CH2:52]1.[K+:58].[K+:59].[K+:60].[O-:70][C:71]([CH3:72])=[O:73].[O-:74][C:75]([CH3:76])=[O:77].[OH2:68].[P:53]([O-:54])([O-:55])([O-:56])=[O:57].[Pd+2:69]>>[c:2]1([CH:28]2[CH2:29][CH2:30]2)[cH:3][c:4]([C:8]2([O:23][CH2:24][CH:25]3[CH2:26][CH2:27]3)[CH2:9][CH2:10][C:11]([C:14](=[O:15])[OH:16])([c:17]3[cH:18][cH:19][cH:20][cH:21][cH:22]3)[CH2:12][CH2:13]2)[cH:5][cH:6][cH:7]1. The reactants are OBO, Brc1cc(CC2CCCC2)cc2cccnc12, Fc1ccccc1Cl. Yields the product Fc1ccc(-c2cc(CC3CCCC3)cc3cccnc23)cc1Cl. As a reaction SMILES: [BH:18]([OH:19])[OH:20].[CH:1]1([CH2:6][c:7]2[cH:8][c:9]3[cH:10][cH:11][cH:12][n:13][c:14]3[c:15]([Br:17])[cH:16]2)[CH2:2][CH2:3][CH2:4][CH2:5]1.[Cl:21][c:22]1[cH:23][cH:24][cH:25][cH:26][c:27]1[F:28]>>[CH:1]1([CH2:6][c:7]2[cH:8][c:9]3[cH:10][cH:11][cH:12][n:13][c:14]3[c:15](-[c:24]3[cH:23][c:22]([Cl:21])[c:27]([F:28])[cH:26][cH:25]3)[cH:16]2)[CH2:2][CH2:3][CH2:4][CH2:5]1.